From a dataset of the Open Reaction Database (ORD), a public repository of structured organic reaction records. describe an organic reaction: reactants, conditions, products, and yield Starting materials: C1(=CC=CC=C1)C(C(C)=O)=O (1-phenyl-1,2-propanedione), NC(C(=O)N)C(=O)N (2-aminomalonamide). The product is CC=1NC(C(=NC1C1=CC=CC=C1)C(=O)N)=O (5-methyl-3-oxo-6-phenyl-3,4 -dihydro-pyrazine-2-carboxylic acid amide). As a reaction SMILES: [C:1]1([C:7](=O)[C:8](=O)[CH3:9])[CH:6]=[CH:5][CH:4]=[CH:3][CH:2]=1.[NH2:12][CH:13]([C:17]([NH2:19])=[O:18])[C:14]([NH2:16])=[O:15]>>[CH3:9][C:8]1[NH:16][C:14](=[O:15])[C:13]([C:17]([NH2:19])=[O:18])=[N:12][C:7]=1[C:1]1[CH:6]=[CH:5][CH:4]=[CH:3][CH:2]=1. Reported procedure: In analogy to the procedure described in example 12 1-phenyl-1,2-propanedione and 2-aminomalonamide were heated in an aqueous solution to give 5-methyl-3-oxo-6-phenyl-3,4 -dihydro-pyrazine-2-carboxylic acid amide. Then, the 5-methyl-3-oxo-6-phenyl-3,4-dihydro-pyrazine-2-carboxylic acid amide was treated with triethylamine and phosphorus pentachloride in phosphorus oxychloride at reflux to give the 3-chloro-5-methyl-6-phenyl-pyrazine-2-carbonitrile. The 3-chloro-5-methyl-6-phenyl-pyrazine-2-carbo... The reactants are C(C(C)C)NC1=CC(=C(C#N)C=C1)C(F)(F)F (4-(isobutylamino)-2-(trifluoromethyl)benzonitrile), BrCC(=O)OC(C)(C)C (1,1-dimethylethyl bromoacetate). Product: C(#N)C1=C(C=C(C=C1)N(CC(=O)O)CC(C)C)C(F)(F)F (N-[4-Cyano-3-(trifluoromethyl)phenyl]-N-isobutylglycine). As a reaction SMILES: [CH2:1]([NH:5][C:6]1[CH:13]=[CH:12][C:9]([C:10]#[N:11])=[C:8]([C:14]([F:17])([F:16])[F:15])[CH:7]=1)[CH:2]([CH3:4])[CH3:3].Br[CH2:19][C:20]([O:22]C(C)(C)C)=[O:21]>>[C:10]([C:9]1[CH:12]=[CH:13][C:6]([N:5]([CH2:1][CH:2]([CH3:4])[CH3:3])[CH2:19][C:20]([OH:22])=[O:21])=[CH:7][C:8]=1[C:14]([F:15])([F:16])[F:17])#[N:11]. Reported procedure: Synthesized as described in Example 70B using 4-(isobutylamino)-2-(trifluoromethyl)benzonitrile and 1,1-dimethylethyl bromoacetate: 1H NMR (400 MHz, CDCl3) δ 7.59 (d, J=9.0 Hz, 1H), 6.90 (d, J=2.6 Hz, 1H), 6.72 (dd, J=9.0, 2.7 Hz, 1H), 4.19 (s, 2H), 3.26 (d, J=7.5 Hz, 2H), 2.04 (m, 1H), 0.97 (d, J=6.6 Hz, Starting materials: [Na].CC[C@H]([C@@H]1[C@H](C[C@@](O1)(C)[C@]2([C@@H](C[C@@](O2)(CC)[C@H](CC)O)C)O)C)C(=O)[C@@H](C)[C@H]([C@@H](C)[C@@H]3[C@H](C[C@H]([C@@H](O3)CC(=O)OO)C)C)O (sodium lysocellin), Cl (HCl), [Na].CC[C@H]([C@@H]1[C@H](C[C@@](O1)(C)[C@]2([C@@H](C[C@@](O2)(CC)[C@H](CC)O)C)O)C)C(=O)[C@@H](C)[C@H]([C@@H](C)[C@@H]3[C@H](C[C@H]([C@@H](O3)CC(=O)OO)C)C)O (sodium lysocellin), O.C(C)(=O)[O-].[Na+] (sodium acetate hydrate). Reagents/catalysts: O.C(C)(=O)[O-].[Zn+2].C(C)(=O)[O-] (zinc acetate hydrate). The solvent is C(C)O (ethanol), C(C)O (ethanol). The product is CC[C@H]([C@@H]1[C@H](C[C@@](O1)(C)[C@]2([C@@H](C[C@@](O2)(CC)[C@H](CC)O)C)O)C)C(=O)[C@@H](C)[C@H]([C@@H](C)[C@@H]3[C@H](C[C@H]([C@@H](O3)CC(=O)OO)C)C)O (lysocellin). RXN SMILES: [Na].[CH3:2][CH2:3][C@@H:4]([C:25]([C@H:27]([C@@H:29]([OH:45])[C@H:30]([C@H:32]1[O:37][C@@H:36]([CH2:38][C:39]([O:41][OH:42])=[O:40])[C@H:35]([CH3:43])[CH2:34][C@@H:33]1[CH3:44])[CH3:31])[CH3:28])=[O:26])[C@H:5]1[O:9][C@@:8]([C@:11]2([OH:23])[O:15][C@@:14]([C@@H:18]([OH:21])[CH2:19][CH3:20])([CH2:16][CH3:17])[CH2:13][C@H:12]2[CH3:22])([CH3:10])[CH2:7][C@@H:6]1[CH3:24].O.C([O-])(=O)C.[Na+].Cl>O.C([O-])(=O)C.[Zn+2].C([O-])(=O)C.C(O)C>[CH3:2][CH2:3][C@@H:4]([C:25]([C@H:27]([C@@H:29]([OH:45])[C@H:30]([C@H:32]1[O:37][C@@H:36]([CH2:38][C:39]([O:41][OH:42])=[O:40])[C@H:35]([CH3:43])[CH2:34][C@@H:33]1[CH3:44])[CH3:31])[CH3:28])=[O:26])[C@H:5]1[O:9][C@@:8]([C@:11]2([OH:23])[O:15][C@@:14]([C@@H:18]([OH:21])[CH2:19][CH3:20])([CH2:16][CH3:17])[CH2:13][C@H:12]2[CH3:22])([CH3:10])[CH2:7][C@@H:6]1[CH3:24] |f:0.1,2.3.4,6.7.8.9,^1:0|. Procedure: 3.9 g sodium lysocellin @(0.006 moles) and 1.4 g zinc acetate hydrate [Zn(Ac)2.2H2O] @(.006 mole) were mixed together in 30 ml denatured ethanol (3A). The sodium lysocellin was first suspended in the ethanol and stirred, and the sodium acetate hydrate was added, and the suspension stirred at room temperature until everything was dissolved. The pH was then adjusted to a range of 2-4, with 37% HCl. Stirring was continued for 20-30 minutes until precipitation of a birefringent material started. Pre... The reactants are C(C)SC1=C(C=CC=C1)B1OC(C)(C)C(C)(C)O1 (2-ethylsulfanylphenylboronic acid pinacol ester), BrC=1C=CC=2N(C1C)C=C(N2)C(F)(F)F (6-bromo-5-methyl-2-trifluoromethylimidazo[1,2-a]pyridine), P(=O)([O-])([O-])[O-].[K+].[K+].[K+] (tripotassium phosphate), O1CCOCC1 (1,4-dioxane). Reagents/catalysts: C=1C=CC(=CC1)/C=C/C(=O)/C=C/C2=CC=CC=C2.C=1C=CC(=CC1)/C=C/C(=O)/C=C/C2=CC=CC=C2.C=1C=CC(=CC1)/C=C/C(=O)/C=C/C2=CC=CC=C2.[Pd].[Pd] (tris(dibenzylideneacetone)dipalladium(0)). Solvent: O (water), C(C)(=O)OCC (Ethyl acetate), O (water). Yields the product C(C)SC1=C(C=CC=C1)C=1C=CC=2N(C1C)C=C(N2)C(F)(F)F (6-(2-ethylsulfanylphenyl)-5-methyl-2-trifluoromethylimidazo[1,2-a]pyridine). Yield: 24.2%. RXN SMILES: [CH2:1]([S:3][C:4]1[CH:9]=[CH:8][CH:7]=[CH:6][C:5]=1B1OC(C)(C)C(C)(C)O1)[CH3:2].Br[C:20]1[CH:21]=[CH:22][C:23]2[N:24]([CH:27]=[C:28]([C:30]([F:33])([F:32])[F:31])[N:29]=2)[C:25]=1[CH3:26].P([O-])([O-])([O-])=O.[K+].[K+].[K+].O1CCOCC1>C1C=CC(/C=C/C(/C=C/C2C=CC=CC=2)=O)=CC=1.C1C=CC(/C=C/C(/C=C/C2C=CC=CC=2)=O)=CC=1.C1C=CC(/C=C/C(/C=C/C2C=CC=CC=2)=O)=CC=1.[Pd].[Pd].O.C(OCC)(=O)C>[CH2:1]([S:3][C:4]1[CH:9]=[CH:8][CH:7]=[CH:6][C:5]=1[C:20]1[CH:21]=[CH:22][C:23]2[N:24]([CH:27]=[C:28]([C:30]([F:31])([F:33])[F:32])[N:29]=2)[C:25]=1[CH3:26])[CH3:2] |f:2.3.4.5,7.8.9.10.11|. Procedure details: A mixture of 0.52 g of 2-ethylsulfanylphenylboronic acid pinacol ester, 0.56 g of 6-bromo-5-methyl-2-trifluoromethylimidazo[1,2-a]pyridine, 0.02 g of tris(dibenzylideneacetone)dipalladium(0), 0.05 g of 2-dicyclohexylphosphino-2′,4′,6′-triisopropylphenyl, 0.84 g of tripotassium phosphate and 6 ml of 1,4-dioxane was stirred under heat-reflux for 3 hours. 0.1 ml of water was added to the cooled reaction mixture, and the mixture was stirred under heat-reflux for 5 hours. Ethyl acetate and water were... As a reaction SMILES: [Br:1][C:2]1[C:3]([N:12]2[CH2:17][CH2:16][N:15]([CH2:18][CH:19]3[CH2:21][CH2:20]3)[CH2:14][CH2:13]2)=[C:4]([N+:9]([O-])=O)[C:5]([NH2:8])=[N:6][CH:7]=1.CCO.[CH3:25][O:26][C:27]1[CH:34]=[CH:33][C:30]([CH:31]=O)=[CH:29][CH:28]=1.[O-]S(S([O-])=O)=O.[Na+].[Na+]>C(OCC)C>[Br:1][C:2]1[C:3]([N:12]2[CH2:17][CH2:16][N:15]([CH2:18][CH:19]3[CH2:21][CH2:20]3)[CH2:14][CH2:13]2)=[C:4]2[N:9]=[C:31]([C:30]3[CH:33]=[CH:34][C:27]([O:26][CH3:25])=[CH:28][CH:29]=3)[NH:8][C:5]2=[N:6][CH:7]=1 |f:3.4.5|. Yields the product BrC=1C(=C2C(=NC1)NC(=N2)C2=CC=C(C=C2)OC)N2CCN(CC2)CC2CC2 (6-Bromo-7-(4-cyclopropylmethyl-piperazin-1-yl)-2-(4-methoxy-phenyl)-3H-imidazo[4,5-b]pyridine). Procedure: To a mixture of 5-bromo-4-(4-cyclopropylmethyl-piperazin-1-yl)-3-nitro-pyridin-2-ylamine (0.043 g, 0.12 mmol) and EtOH (3 ml) was added 4-methoxybenzaldehyde (0.027 g, 0.18 mmol) with the aid of EtOH (1 ml), followed by a freshly prepared aqueous solution of Na2S2O4 (1M; 0.48 ml, 0.48 mmol). The reaction mixture was stirred at 70° C. for 20 h, then allowed to cool to room temperature and concentrated in vacuo. The residue was absorbed on silica gel, the free-running powder was placed on a 10 g i... Run at temperature 70 celsius, time 20 hour. Run in C(C)OCC (diethyl ether). Starting materials: [O-]S(=O)S(=O)[O-].[Na+].[Na+] (Na2S2O4), BrC=1C(=C(C(=NC1)N)[N+](=O)[O-])N1CCN(CC1)CC1CC1 (5-bromo-4-(4-cyclopropylmethyl-piperazin-1-yl)-3-nitro-pyridin-2-ylamine), CCO (EtOH), COC1=CC=C(C=O)C=C1 (4-methoxybenzaldehyde), CCO (EtOH).